From a dataset of the Open Reaction Database (ORD), a public repository of structured organic reaction records. describe an organic reaction: reactants, conditions, products, and yield Starting materials: OC1=C(C=CC=C1)C=CC(=O)C1=CC=CC=C1 (2-Hydroxychalcone), [BH4-].[Na+] (sodium borohydride). Solvent: C(C)O (ethanol). Conditions: time 8 hour. The product is OC1=C(C=CC=C1)CCC(O)C1=CC=CC=C1 (3-(o-hydroxyphenyl)-1-phenylpropan-1-ol). Isolated yield 84.1%. RXN SMILES: [OH:1][C:2]1[CH:7]=[CH:6][CH:5]=[CH:4][C:3]=1[CH:8]=[CH:9][C:10]([C:12]1[CH:17]=[CH:16][CH:15]=[CH:14][CH:13]=1)=[O:11].[BH4-].[Na+]>C(O)C>[OH:1][C:2]1[CH:7]=[CH:6][CH:5]=[CH:4][C:3]=1[CH2:8][CH2:9][CH:10]([C:12]1[CH:13]=[CH:14][CH:15]=[CH:16][CH:17]=1)[OH:11] |f:1.2|. Reported procedure: 2-Hydroxychalcone (28.5 g) was stirred with ethanol (500 ml) whilst sodium borohydride (9.45 g) was added in small portions. The solution, which turned from red to pale yellow was allowed to stand overnight at room temperature, then the solvent was evaporated off and the residue extracted with dichloromethane, washing with water. Evaporation of the solvent yielded 3-(o-hydroxyphenyl)-1-phenylpropan-1-ol (24.4 g). 1.0 g of this carbinol was dissolved in concentrated sulphuric acid, and the soluti...